This data is from the Open Reaction Database (ORD), a public repository of structured organic reaction records. The task is: describe an organic reaction: reactants, conditions, products, and yield Reactants: ClC1=CC(=C(C=C1)N=C=O)OC1=CC=CC=C1 (4-chloro-1-isocyanato-2-phenoxybenzene), CC(C(C(=O)OC)NC(=O)C=1SC(=CN1)C1=CC=C(C=C1)[N+](=O)[O-])C (Methyl 3-methyl-2-(5-(4-nitrophenyl)thiazole-2-carboxamido)butanoate). Product: ClC1=CC(=C(C=C1)NC(NC1=CC=C(C=C1)C1=CN=C(S1)C(=O)NC(C(=O)OC)C(C)C)=O)OC1=CC=CC=C1 (Methyl 2-(5-(4-(3-(4-chloro-2-phenoxyphenyl)ureido)phenyl)thiazole-2-carboxamido)-3-methylbutanoate). Yield: 60.0%. Reaction SMILES: [Cl:1][C:2]1[CH:7]=[CH:6][C:5]([N:8]=[C:9]=[O:10])=[C:4]([O:11][C:12]2[CH:17]=[CH:16][CH:15]=[CH:14][CH:13]=2)[CH:3]=1.[CH3:18][CH:19]([CH3:42])[CH:20]([NH:25][C:26]([C:28]1[S:29][C:30]([C:33]2[CH:38]=[CH:37][C:36]([N+:39]([O-])=O)=[CH:35][CH:34]=2)=[CH:31][N:32]=1)=[O:27])[C:21]([O:23][CH3:24])=[O:22]>>[Cl:1][C:2]1[CH:7]=[CH:6][C:5]([NH:8][C:9](=[O:10])[NH:39][C:36]2[CH:37]=[CH:38][C:33]([C:30]3[S:29][C:28]([C:26]([NH:25][CH:20]([CH:19]([CH3:42])[CH3:18])[C:21]([O:23][CH3:24])=[O:22])=[O:27])=[N:32][CH:31]=3)=[CH:34][CH:35]=2)=[C:4]([O:11][C:12]2[CH:13]=[CH:14][CH:15]=[CH:16][CH:17]=2)[CH:3]=1. Procedure details: The title compound was synthesized analogous to Example 9, using 4-chloro-1-isocyanato-2-phenoxybenzene and intermediate 2. Yield: 60%; 1HNMR (DMSO-d6, 300 MHz): δ 9.61 (s, 1H), 8.73 (s, 1H), 8.71 (d, 1H), 8.4 (d, 1H), 8.36 (s, 1H), 7.74 (d, 2H), 7.54 (d, 2H), 7.44 (d, 2H), 7.2 (dd, 1H), 7.11 (d, 2H), 7.03 (dd, 1H), 6.86 (d, 1H), 4.33, (m, 1H), 3.68 (s, 3H), 2.26 (m, 1H), 0.95 (d, 6H); MS (ES+) m/z 579 (M+1). Reactants: CC1([C@@H]([C@@H]1C#CC(=O)O)C(=O)OC(C)(C)C)C (Tert.-butyl(1R,cis)2,2-dimethyl-3-(carboxy ethynyl)cyclopropane-carboxylate), C(Cl)Cl (methylene chloride), C(C)O (ethanol). The reagents and catalysts are CN(C1=CC=NC=C1)C (4-dimethylamino-pyridine). Run at temperature 20 celsius, time 16 hour. Product: CC1([C@@H]([C@@H]1C#CC(=O)OCC)C(=O)OC(C)(C)C)C (tert.butyl (1R, cis)2,2-dimethyl-3-(ethoxycarbonyl-ethynyl)-cyclopropane-carboxylate). Reaction SMILES: [CH3:1][C:2]1([CH3:17])[C@@H:4]([C:5]#[C:6][C:7]([OH:9])=[O:8])[C@H:3]1[C:10]([O:12][C:13]([CH3:16])([CH3:15])[CH3:14])=[O:11].C(Cl)Cl.[CH2:21](O)[CH3:22]>CN(C)C1C=CN=CC=1>[CH3:1][C:2]1([CH3:17])[C@@H:4]([C:5]#[C:6][C:7]([O:9][CH2:21][CH3:22])=[O:8])[C@H:3]1[C:10]([O:12][C:13]([CH3:16])([CH3:15])[CH3:14])=[O:11]. Procedure: 4 g of the product of Step A, 3.4 g of dicyclohexylcarbodiiumide and 6 mg of 4-dimethylamino-pyridine were added to 30 ml of methylene chloride followed by the addition of 1.5 ml of ethanol and the mixture was stirred at 20° C. for 16 hours. The mixture was filtered and the filtrate was evaporated to dryness under reduced pressure. The residue was chromatographed over silica gel and was eluted with a 9-1 cyclohexane-ethyl acetate mixture to obtain 4.25 g of tert.butyl (1R, cis)2,2-dimethyl-3-(et... The reactants are OCCCl, O=C(O)C(O)Cc1ccccc1. Product: O=C(OCCCl)C(O)Cc1ccccc1. RXN SMILES: [OH:13][CH2:14][CH2:15][Cl:16].[OH:1][CH:2]([C:3](=[O:4])[OH:5])[CH2:6][c:7]1[cH:8][cH:9][cH:10][cH:11][cH:12]1>>[OH:1][CH:2]([C:3](=[O:4])[O:5][CH2:14][CH2:15][Cl:16])[CH2:6][c:7]1[cH:8][cH:9][cH:10][cH:11][cH:12]1. Starting materials: CC(C)(C)C(=O)OCCl, O=c1[nH]c(=O)c2c(ncn2Cc2ccccc2)[nH]1, CN(C)C=O, CCOC(C)=O, [H-], [Na+]. Yields the product CC(C)(C)C(=O)OCn1c(=O)[nH]c(=O)c2c1ncn2Cc1ccccc1. As a reaction SMILES: [C:21]([C:22]([CH3:23])([CH3:24])[CH3:25])(=[O:26])[O:27][CH2:28][Cl:29].[CH2:1]([c:2]1[cH:3][cH:4][cH:5][cH:6][cH:7]1)[n:8]1[cH:9][n:10][c:11]2[nH:12][c:13](=[O:18])[nH:14][c:15](=[O:17])[c:16]12.[CH3:30][N:31]([CH3:32])[CH:33]=[O:34].[CH3:35][CH2:36][O:37][C:38](=[O:39])[CH3:40].[H-:19].[Na+:20]>>[CH2:1]([c:2]1[cH:3][cH:4][cH:5][cH:6][cH:7]1)[n:8]1[cH:9][n:10][c:11]2[n:12]([CH2:28][O:27][C:21]([C:22]([CH3:23])([CH3:24])[CH3:25])=[O:26])[c:13](=[O:18])[nH:14][c:15](=[O:17])[c:16]12. Starting materials: ClC1=NC(=NC(=C1)C1=C(C=CC(=C1)Cl)C)N (4-chloro-6-(5-chloro-2-methyl-phenyl)-pyrimidin-2-yl-amine), NC1=CC=C(C#N)C=C1 (4-amino-benzonitrile). Product: NC1=NC(=CC(=N1)NC1=CC=C(C#N)C=C1)C1=C(C=CC(=C1)Cl)C (4-[2-Amino-6-(5-chloro-2-methyl-phenyl)-pyrimidin4-ylamino]-benzonitrile). Isolated yield 71.0%. Reaction SMILES: Cl[C:2]1[CH:7]=[C:6]([C:8]2[CH:13]=[C:12]([Cl:14])[CH:11]=[CH:10][C:9]=2[CH3:15])[N:5]=[C:4]([NH2:16])[N:3]=1.[NH2:17][C:18]1[CH:25]=[CH:24][C:21]([C:22]#[N:23])=[CH:20][CH:19]=1>>[NH2:16][C:4]1[N:3]=[C:2]([NH:17][C:18]2[CH:25]=[CH:24][C:21]([C:22]#[N:23])=[CH:20][CH:19]=2)[CH:7]=[C:6]([C:8]2[CH:13]=[C:12]([Cl:14])[CH:11]=[CH:10][C:9]=2[CH3:15])[N:5]=1. Procedure details: Following the method described in Example 26, 4-chloro-6-(5-chloro-2-methyl-phenyl)-pyrimidin-2-yl-amine and 4-amino-benzonitrile provided the title compound (71% yield). 1H NMR (DMSO-d6) δ 2.36 (s, 3H, CH3), 6.19 (s, 1H, Ar), 6.61 (s, 2H, NH2), 7.32 (d, 1H, J=8.2 Hz, Ar), 7.38 (dd, 1H, J=8.2 Hz, J=2.3 Hz, Ar), 7.43 (d, 1H, J-2.3 Hz, Ar), 7.72 (d, 2H, J=8.8 Hz, Ar), 8.00 (d, 2H, J=8.8 Hz, Ar), 9.73 (s, 1H, NH). Starting materials: [H][H] (hydrogen), Cl.C(C1=CC=CC=C1)N(C)CCCC1(OCCO1)C1=CC=C(C=C1)F (2-[3-(N-benzyl-N-methylamino)propyl]-2-(4-fluorophenyl)-1,3-dioxolane hydrochloride), saturated solution, Cl (hydrogen chloride). Reagents/catalysts: [Pd] (palladium on carbon). Solvent: CO (methanol), CO (methanol). The product is Cl.CNCCCC1(OCCO1)C1=CC=C(C=C1)F (2-(3-[methylamino]propyl)-2-(4-fluorophenyl)-1,3-dioxolane hydrochloride). The yield is 93.0%. Reaction SMILES: [ClH:1].[CH2:2]([N:9]([CH2:11][CH2:12][CH2:13][C:14]1([C:19]2[CH:24]=[CH:23][C:22]([F:25])=[CH:21][CH:20]=2)[O:18][CH2:17][CH2:16][O:15]1)C)C1C=CC=CC=1.Cl.[H][H]>[Pd].CO>[ClH:1].[CH3:2][NH:9][CH2:11][CH2:12][CH2:13][C:14]1([C:19]2[CH:20]=[CH:21][C:22]([F:25])=[CH:23][CH:24]=2)[O:15][CH2:16][CH2:17][O:18]1 |f:0.1,6.7|. Procedure: A suspension of 12 g of 5% palladium on carbon, 135 g (0.369 mol) of 2-[3-(N-benzyl-N-methylamino)propyl]-2-(4-fluorophenyl)-1,3-dioxolane hydrochloride, 0.1 ml of a saturated solution of hydrogen chloride in methanol and 1 liter of methanol was shaken at 40° for 5 hours under 50 psi hydrogen. The suspension was allowed to cool to room temperature, filtered and the solvent evaporated. Trituration with anhydrous ether, followed by filtration provided 94.6 g (0.343 mol, 93%) of 2-(3-[methylamino]p...